Dataset: the Open Reaction Database (ORD), a public repository of structured organic reaction records. Task: describe an organic reaction: reactants, conditions, products, and yield Reactants: N(O)=C1NCCCCC1 (2-hydroximinohomopiperidine), C(=O)(N1C=NC=C1)N1C=NC=C1 (1,1′-carbonyldiimidazole). Run in C(Cl)Cl (CH2Cl2), C(Cl)Cl (methylene chloride). Run at temperature 25 celsius, time 6 day. Yields the product N=1OC(N2C1CCCCC2)=O (6,7,8,9-tetrahydro-3H,5H-[1,2,4]oxadiazolo[4,3-a]azepin-3-one). Yield: 89.2%. Reaction SMILES: [N:1](=[C:3]1[CH2:9][CH2:8][CH2:7][CH2:6][CH2:5][NH:4]1)[OH:2].[C:10](N1C=CN=C1)(N1C=CN=C1)=[O:11]>C(Cl)Cl>[N:1]1[O:2][C:10](=[O:11])[N:4]2[CH2:5][CH2:6][CH2:7][CH2:8][CH2:9][C:3]=12. Procedure details: To a solution of 2 g (16 mmol) of 2-hydroximinohomopiperidine (Maybridge) in 20 mL of methylene chloride (CH2Cl2) was added 2.5 g (16 mmol) of 1,1′-carbonyldiimidazole (CDI). This was stirred at 25° C. for six days. This solution was diluted with CH2Cl2, washed with water, dried (MgSO4), filtered and concentrated to afford 2.2 g (89% yield) of the title compound as a white semi-solid.